From a dataset of the Open Reaction Database (ORD), a public repository of structured organic reaction records. describe an organic reaction: reactants, conditions, products, and yield Reactants: CCOC(=O)[SH]1CCCn2c1cc(=O)c1cc3c(cc12)OCO3, CCO, [K+], [OH-], O. The product is O=C(O)[SH]1CCCn2c1cc(=O)c1cc3c(cc12)OCO3. As a reaction SMILES: [CH2:1]1[O:2][c:3]2[cH:4][c:5]3[c:6](=[O:23])[cH:7][c:8]4[n:9]([c:10]3[cH:11][c:12]2[O:13]1)[CH2:14][CH2:15][CH2:16][SH:17]4[C:18](=[O:19])[O:20][CH2:21][CH3:22].[CH3:27][CH2:28][OH:29].[K+:25].[OH-:24].[OH2:26]>>[CH2:1]1[O:2][c:3]2[cH:4][c:5]3[c:6](=[O:23])[cH:7][c:8]4[n:9]([c:10]3[cH:11][c:12]2[O:13]1)[CH2:14][CH2:15][CH2:16][SH:17]4[C:18](=[O:19])[OH:20].